This data is from the Open Reaction Database (ORD), a public repository of structured organic reaction records. The task is: describe an organic reaction: reactants, conditions, products, and yield The reactants are Cc1ccccc1, Nc1c2c(nc3ccccc13)CCCC2O, O, c1ccc(C2CCNCC2)cc1, Cc1ccc(S(=O)(=O)O)cc1. The product is Nc1c2c(nc3ccccc13)CCCC2N1CCC(c2ccccc2)CC1. Reaction SMILES: [CH3:41][c:42]1[cH:43][cH:44][cH:45][cH:46][cH:47]1.[NH2:1][c:2]1[c:3]2[cH:4][cH:5][cH:6][cH:7][c:8]2[n:9][c:10]2[c:15]1[CH:14]([OH:16])[CH2:13][CH2:12][CH2:11]2.[OH2:29].[c:17]1([CH:23]2[CH2:24][CH2:25][NH:26][CH2:27][CH2:28]2)[cH:18][cH:19][cH:20][cH:21][cH:22]1.[c:30]1([CH3:31])[cH:32][cH:33][c:34]([S:35]([OH:36])(=[O:37])=[O:38])[cH:39][cH:40]1>>[NH2:1][c:2]1[c:3]2[cH:4][cH:5][cH:6][cH:7][c:8]2[n:9][c:10]2[c:15]1[CH:14]([N:26]1[CH2:25][CH2:24][CH:23]([c:17]3[cH:18][cH:19][cH:20][cH:21][cH:22]3)[CH2:28][CH2:27]1)[CH2:13][CH2:12][CH2:11]2.